describe an organic reaction: reactants, conditions, products, and yield From a dataset of the Open Reaction Database (ORD), a public repository of structured organic reaction records. Starting materials: N (Ammonia), ice, C(C)(=O)O[C@@H]1[C@H](O[C@H]([C@@H]1OC(C)=O)N1C2=NC(=NC(=C2N=C1)NCC1C2=CC=CC=C2C=2C=CC=CC12)C#N)COC(C)=O ((2R,3R,4R,5R)-4-(acetyloxy)-2-[(acetyloxy)methyl]-5-{2-cyano-6-[(9H-fluoren-9-ylmethyl)amino]-9H-purin-9-yl}tetrahydro-3-furanyl acetate). Reagents/catalysts: [Pd] (Palladium on carbon). The solvent is C(C)O (ethanol). Reaction conditions: time 40 hour. Yields the product NCC1=NC(=C2N=CN(C2=N1)[C@@H]1O[C@@H]([C@H]([C@H]1O)O)CO)NCC1C2=CC=CC=C2C=2C=CC=CC12 ((2R,3R,4S,5R)-2-{2-(Aminomethyl)-6-[(9H-fluoren-9-ylmethyl)amino]-9H-purin-9-yl}-5-(hydroxymethyl)tetrahydro-3,4-furandiol). Yield: 37.7%. Reaction SMILES: N.C([O:5][C@H:6]1[C@@H:10]([O:11]C(=O)C)[C@H:9]([N:15]2[CH:23]=[N:22][C:21]3[C:16]2=[N:17][C:18]([C:39]#[N:40])=[N:19][C:20]=3[NH:24][CH2:25][CH:26]2[C:38]3[CH:37]=[CH:36][CH:35]=[CH:34][C:33]=3[C:32]3[C:27]2=[CH:28][CH:29]=[CH:30][CH:31]=3)[O:8][C@@H:7]1[CH2:41][O:42]C(=O)C)(=O)C>C(O)C.[Pd]>[NH2:40][CH2:39][C:18]1[N:17]=[C:16]2[C:21]([N:22]=[CH:23][N:15]2[C@H:9]2[C@H:10]([OH:11])[C@H:6]([OH:5])[C@@H:7]([CH2:41][OH:42])[O:8]2)=[C:20]([NH:24][CH2:25][CH:26]2[C:38]3[CH:37]=[CH:36][CH:35]=[CH:34][C:33]=3[C:32]3[C:27]2=[CH:28][CH:29]=[CH:30][CH:31]=3)[N:19]=1. Procedure details: Ammonia gas was passed through an ice cold solution of (2R,3R,4R,5R)-4-(acetyloxy)-2-[(acetyloxy)methyl]-5-{2-cyano-6-[(9H-fluoren-9-ylmethyl)amino]-9H-purin-9-yl}tetrahydro-3-furanyl acetate (1.2 g, 2 mmol) (Preparation 71) in ethanol (40 ml) until the solution was saturated. 10% Palladium on carbon (120 mg) was added and the reaction mixture was stirred under an atmosphere of hydrogen gas (413.7 kPa, 60 psi) at room temperature for 40 hours. The suspension was filtered through Arbocel (Trade M...